This data is from the Open Reaction Database (ORD), a public repository of structured organic reaction records. The task is: describe an organic reaction: reactants, conditions, products, and yield The reactants are CC(C)([O-])C.[K+] (potassium tert-butoxide), C(CC(=O)OCC)(=O)OCC (diethyl malonate), C(CC1=CC=CC=C1)Br (phenethyl bromide). The solvent is CN(C=O)C (dimethylformamide), CN(C=O)C (dimethylformamide). Reaction conditions: temperature 60 celsius, time 30 minute. The product is C(C)OC(=O)C(C(=O)OCC)CCC1=CC=CC=C1 (ethyl 2-ethoxycarbonyl-4-phenylbutanoate). The yield is 76.6%. Reaction SMILES: CC(C)([O-])C.[K+].[C:7]([O:15][CH2:16][CH3:17])(=[O:14])[CH2:8][C:9]([O:11][CH2:12][CH3:13])=[O:10].[CH2:18](Br)[CH2:19][C:20]1[CH:25]=[CH:24][CH:23]=[CH:22][CH:21]=1>CN(C)C=O>[CH2:16]([O:15][C:7]([CH:8]([CH2:18][CH2:19][C:20]1[CH:25]=[CH:24][CH:23]=[CH:22][CH:21]=1)[C:9]([O:11][CH2:12][CH3:13])=[O:10])=[O:14])[CH3:17] |f:0.1|. Reported procedure: 123.4 g of potassium tert-butoxide were added in portions, at a temperature of 15° C., to a solution of 160.1 g of diethyl malonate in one litre of dimethylformamide. The reaction mixture was stirred for 30 minutes and a solution of 207.7 g of phenethyl bromide in 200 ml of dimethylformamide was then added dropwise at room temperature. The reaction mixture was subsequently heated at 60° C. for one hour and then allowed to cool down once again. The dimethylformamide was evaporated off under reduc... The reactants are ClC=1C=C(C=NC1OC)N (5-chloro-6-methoxypyridin-3-amine), FC1=NC=CC=C1C1=NC(=NC(=N1)C)N(CC1=CC=C(C=C1)OC)CC1=CC=C(C=C1)OC (4-(2-fluoropyridin-3-yl)-N,N-bis(4-methoxybenzyl)-6-methyl-1,3,5-triazin-2-amine). Yields the product ClC=1C=C(C=NC1OC)NC1=NC=CC=C1C1=NC(=NC(=N1)C)N(CC1=CC=C(C=C1)OC)CC1=CC=C(C=C1)OC (4-(2-(5-Chloro-6-Methoxypyridin-3-Ylamino)Pyridin-3-yl)-N,N-Bis(4-Methoxybenzyl)-6-Methyl-1,3,5-Triazin-2-Amine), oil. Yield: 100.0%. Reaction SMILES: [Cl:1][C:2]1[CH:3]=[C:4]([NH2:10])[CH:5]=[N:6][C:7]=1[O:8][CH3:9].F[C:12]1[C:17]([C:18]2[N:23]=[C:22]([CH3:24])[N:21]=[C:20]([N:25]([CH2:35][C:36]3[CH:41]=[CH:40][C:39]([O:42][CH3:43])=[CH:38][CH:37]=3)[CH2:26][C:27]3[CH:32]=[CH:31][C:30]([O:33][CH3:34])=[CH:29][CH:28]=3)[N:19]=2)=[CH:16][CH:15]=[CH:14][N:13]=1>>[Cl:1][C:2]1[CH:3]=[C:4]([NH:10][C:12]2[C:17]([C:18]3[N:23]=[C:22]([CH3:24])[N:21]=[C:20]([N:25]([CH2:26][C:27]4[CH:28]=[CH:29][C:30]([O:33][CH3:34])=[CH:31][CH:32]=4)[CH2:35][C:36]4[CH:37]=[CH:38][C:39]([O:42][CH3:43])=[CH:40][CH:41]=4)[N:19]=3)=[CH:16][CH:15]=[CH:14][N:13]=2)[CH:5]=[N:6][C:7]=1[O:8][CH3:9]. Reported procedure: The title compound was prepared in an analogous manner to that described in Example 164 using 5-chloro-6-methoxypyridin-3-amine and 4-(2-fluoropyridin-3-yl)-N,N-bis(4-methoxybenzyl)-6-methyl-1,3,5-triazin-2-amine, and isolated as a brown oil (100%). 1H NMR (400 MHz, d6-DMSO) δ 11.71 (s, 1H); 8.78 (dd, J=7.8, 2.2 Hz, 1H); 8.33 (dd, J=4.7, 2.0 Hz, 1H); 8.26 (d, J=2.5 Hz, 1H); 8.19 (d, J=2.3 Hz, 1H); 7.17-7.29 (m, 4H); 6.82-6.96 (m, 5H); 4.81 (d, J=6.5 Hz, 4H); 3.91 (s, 3H); 3.74 (s, 3H); 3.70 (s, ... Reactants: ClCCCOC1=CC=C2CCC(NC2=C1)=O (7-(3-chloropropoxy)-3,4-dihydrocarbostyril), OC1(CCNCC1)C1=CC=CC=C1 (4-hydroxy-4-phenylpiperidine). Run in C1(=CC=CC=C1)C (toluene). The product is OC1(CCN(CC1)CCCOC1=CC=C2CCC(NC2=C1)=O)C1=CC=CC=C1 (7-[3-(4-hydroxy-4-phenyl-1-piperidyl)propoxy]-3,4-dihydrocarbostyril). Reaction SMILES: Cl[CH2:2][CH2:3][CH2:4][O:5][C:6]1[CH:15]=[C:14]2[C:9]([CH2:10][CH2:11][C:12](=[O:16])[NH:13]2)=[CH:8][CH:7]=1.[OH:17][C:18]1([C:24]2[CH:29]=[CH:28][CH:27]=[CH:26][CH:25]=2)[CH2:23][CH2:22][NH:21][CH2:20][CH2:19]1>C1(C)C=CC=CC=1>[OH:17][C:18]1([C:24]2[CH:29]=[CH:28][CH:27]=[CH:26][CH:25]=2)[CH2:23][CH2:22][N:21]([CH2:2][CH2:3][CH2:4][O:5][C:6]2[CH:15]=[C:14]3[C:9]([CH2:10][CH2:11][C:12](=[O:16])[NH:13]3)=[CH:8][CH:7]=2)[CH2:20][CH2:19]1. Procedure details: 2.4 Grams of 7-(3-chloropropoxy)-3,4-dihydrocarbostyril and 4.0 g of 4-hydroxy-4-phenylpiperidine were mixed with 150 ml of toluene and heated under refluxing condition for 24 hours. After cooling the reaction mixture, the precipitates formed were collected by filtration and washed with water, then recrystallized from ethanol. 2.8 Grams of 7-[3-(4-hydroxy-4-phenyl-1-piperidyl)propoxy]-3,4-dihydrocarbostyril was obtained as in the form of colorless flake-like crystals. Melting point: 215° C. Reactants: N#N (N2), CC(COC=1C=C(C=CC1OCC(CC)C)Br)CC (3,4-bis(2-methylbutyloxy)-1-bromobenzene), [C-]#N.[Na+] (NaCN), CC(COC=1C=C(C=CC1OCC(CC)C)B(O)O)CC (3,4-bis(2-methylbutyloxy)benzeneboronic acid), C(=O)([O-])[O-].[K+].[K+] (K2CO3), light-brown oil. Reagents/catalysts: C=1C=CC(=CC1)[P](C=2C=CC=CC2)(C=3C=CC=CC3)[Pd]([P](C=4C=CC=CC4)(C=5C=CC=CC5)C=6C=CC=CC6)([P](C=7C=CC=CC7)(C=8C=CC=CC8)C=9C=CC=CC9)[P](C=1C=CC=CC1)(C=1C=CC=CC1)C=1C=CC=CC1 (Pd(PPh3)4). The solvent is O (water), C1(=CC=CC=C1)C (toluene). Product: CC(COC=1C=C(C=CC1OCC(CC)C)C1=CC(=C(C=C1)OCC(CC)C)OCC(CC)C)CC (3,3′,4,4′-tetra(2-methylbutyloxy)biphenyl). Reaction SMILES: [CH3:1][CH:2]([CH2:18][CH3:19])[CH2:3][O:4][C:5]1[CH:6]=[C:7](Br)[CH:8]=[CH:9][C:10]=1[O:11][CH2:12][CH:13]([CH3:16])[CH2:14][CH3:15].[CH3:20][CH:21]([CH2:39][CH3:40])[CH2:22][O:23][C:24]1[CH:25]=[C:26](B(O)O)[CH:27]=[CH:28][C:29]=1[O:30][CH2:31][CH:32]([CH3:35])[CH2:33][CH3:34].C([O-])([O-])=O.[K+].[K+].N#N.[C-]#N.[Na+]>C1(C)C=CC=CC=1.C1C=CC([P]([Pd]([P](C2C=CC=CC=2)(C2C=CC=CC=2)C2C=CC=CC=2)([P](C2C=CC=CC=2)(C2C=CC=CC=2)C2C=CC=CC=2)[P](C2C=CC=CC=2)(C2C=CC=CC=2)C2C=CC=CC=2)(C2C=CC=CC=2)C2C=CC=CC=2)=CC=1.O>[CH3:1][CH:2]([CH2:18][CH3:19])[CH2:3][O:4][C:5]1[CH:6]=[C:7]([C:26]2[CH:27]=[CH:28][C:29]([O:30][CH2:31][CH:32]([CH3:35])[CH2:33][CH3:34])=[C:24]([O:23][CH2:22][CH:21]([CH3:20])[CH2:39][CH3:40])[CH:25]=2)[CH:8]=[CH:9][C:10]=1[O:11][CH2:12][CH:13]([CH3:16])[CH2:14][CH3:15] |f:2.3.4,6.7,^1:62,64,83,102|. Procedure details: 229.405 g (696.6 mmol) of 3,4-bis(2-methylbutyloxy)-1-bromobenzene, 215 g (731 mmol) of 3,4-bis(2-methylbutyloxy)benzeneboronic acid and 202.1 g (1.462 mol) of K2CO3 were suspended in 800 ml of toluene and 800 ml of water and the mixture was saturated with N2 for 1 hour. 1.74 g (1.505 mmol) of Pd(PPh3)4 was subsequently added under protective gas. The turbid, slightly yellowish mixture was stirred vigorously under reflux for about 7 hours under nitrogen. After cooling, the organic phase was stir...